From a dataset of the Open Reaction Database (ORD), a public repository of structured organic reaction records. describe an organic reaction: reactants, conditions, products, and yield Product: COC1(CCN(CC1)CC1=C(C=CC=C1)OC)OC1=C(C(=O)NC2=C(C(=O)NC3=CC=C(C=C3)OC)C=CC(=C2)[N+](=O)[O-])C=CC=C1 (2-[2-[4-Methoxy-1-(2-methoxybenzyl)piperidin-4-yloxy]-benzoylamino]-N-(4-methoxyphenyl)-4-nitrobenzamide). Starting materials: COC1=CC(=C(C(=O)NC2=C(C(=O)NC3=CC=C(C=C3)OC)C=CC(=C2)[N+](=O)[O-])C=C1)OC1CCN(CC1)CC1=C(C=CC=C1)OC (2-[4-methoxy-2-[1-(2-methoxybenzyl)piperidin-4-yloxy]benzoylamino]-N-(4-methoxy-phenyl)-4-nitrobenzamide), COC1=CC(=C(C(=O)NC2=C(C(=O)NC3=CC=C(C=C3)OC)C=CC(=C2)[N+](=O)[O-])C=C1)OC1CCNCC1 (2-[4-methoxy-2-(piperidin-4-yloxy)benzoylamino]-N-(4-methoxyphenyl)-4-nitrobenzamide), COC1=C(C=O)C=CC=C1 (2-methoxybenzaldehyde). Procedure details: Using methods substantially equivalent to those described in Example 94-E, 2-[4-methoxy-2-[1-(2-methoxybenzyl)piperidin-4-yloxy]benzoylamino]-N-(4-methoxy-phenyl)-4-nitrobenzamide (83 mg, 0.13 mmol, 86%) was prepared from 2-[4-methoxy-2-(piperidin-4-yloxy)benzoylamino]-N-(4-methoxyphenyl)-4-nitrobenzamide and 2-methoxybenzaldehyde. As a reaction SMILES: CO[C:3]1[CH:31]=[CH:30][C:6]([C:7]([NH:9][C:10]2[CH:26]=[C:25]([N+:27]([O-:29])=[O:28])[CH:24]=[CH:23][C:11]=2[C:12]([NH:14][C:15]2[CH:20]=[CH:19][C:18]([O:21][CH3:22])=[CH:17][CH:16]=2)=[O:13])=[O:8])=[C:5]([O:32][CH:33]2[CH2:38][CH2:37][N:36]([CH2:39][C:40]3[CH:45]=[CH:44][CH:43]=[CH:42][C:41]=3[O:46][CH3:47])[CH2:35][CH2:34]2)[CH:4]=1.[CH3:48][O:49]C1C=CC(C(NC2C=C([N+]([O-])=O)C=CC=2C(NC2C=CC(OC)=CC=2)=O)=O)=C(OC2CCNCC2)C=1.COC1C=CC=CC=1C=O>>[CH3:48][O:49][C:33]1([O:32][C:5]2[CH:4]=[CH:3][CH:31]=[CH:30][C:6]=2[C:7]([NH:9][C:10]2[CH:26]=[C:25]([N+:27]([O-:29])=[O:28])[CH:24]=[CH:23][C:11]=2[C:12]([NH:14][C:15]2[CH:16]=[CH:17][C:18]([O:21][CH3:22])=[CH:19][CH:20]=2)=[O:13])=[O:8])[CH2:38][CH2:37][N:36]([CH2:39][C:40]2[CH:45]=[CH:44][CH:43]=[CH:42][C:41]=2[O:46][CH3:47])[CH2:35][CH2:34]1.